From a dataset of the Open Reaction Database (ORD), a public repository of structured organic reaction records. describe an organic reaction: reactants, conditions, products, and yield Starting materials: [Ag+], F[B-](F)(F)F, CC(CI)(N=C=O)c1cc(Br)ccc1F, CC(C)(C)O, CN(C)C=O. Yields the product CC1(c2cc(Br)ccc2F)COC(=O)N1. As a reaction SMILES: [Ag+:31].[B-:26]([F:27])([F:28])([F:29])[F:30].[Br:1][c:2]1[cH:3][c:4]([C:9]([CH2:10][I:11])([CH3:12])[N:13]=[C:14]=[O:15])[c:5]([F:8])[cH:6][cH:7]1.[CH3:16][C:17]([CH3:18])([CH3:19])[OH:20].[CH3:21][N:22]([CH3:23])[CH:24]=[O:25]>>[Br:1][c:2]1[cH:3][c:4]([C:9]2([CH3:12])[CH2:10][O:20][C:14](=[O:15])[NH:13]2)[c:5]([F:8])[cH:6][cH:7]1. Starting materials: CC(C)CC(C(=O)O)C(CC=Cc1ccccc1)C(=O)OC(C)(C)C, NNCc1ccccc1, CCN=C=NCCCN(C)C, CN1CCOCC1, CN(C)C=O, CCCCCC, Cl, Cl, O, On1nnc2ccccc21. Yields the product CC(C)CC(C(=O)NNCc1ccccc1)C(CC=Cc1ccccc1)C(=O)OC(C)(C)C. As a reaction SMILES: [C:1]([CH3:2])([CH3:3])([CH3:4])[O:5][C:6](=[O:7])[CH:8]([CH2:9][CH:10]=[CH:11][c:12]1[cH:13][cH:14][cH:15][cH:16][cH:17]1)[CH:18]([C:19](=[O:20])[OH:21])[CH2:22][CH:23]([CH3:24])[CH3:25].[CH2:35]([c:36]1[cH:37][cH:38][cH:39][cH:40][cH:41]1)[NH:42][NH2:43].[CH2:55]([N:56]=[C:57]=[N:58][CH2:59][CH2:60][CH2:61][N:62]([CH3:63])[CH3:64])[CH3:65].[CH3:26][N:27]1[CH2:28][CH2:29][O:30][CH2:31][CH2:32]1.[CH3:66][N:67]([CH3:68])[CH:69]=[O:70].[CH3:71][CH2:72][CH2:73][CH2:74][CH2:75][CH3:76].[ClH:33].[ClH:34].[OH2:44].[OH:45][n:46]1[c:47]2[cH:48][cH:49][cH:50][cH:51][c:52]2[n:53][n:54]1>>[C:1]([CH3:2])([CH3:3])([CH3:4])[O:5][C:6](=[O:7])[CH:8]([CH2:9][CH:10]=[CH:11][c:12]1[cH:13][cH:14][cH:15][cH:16][cH:17]1)[CH:18]([C:19](=[O:21])[NH:43][NH:42][CH2:35][c:36]1[cH:37][cH:38][cH:39][cH:40][cH:41]1)[CH2:22][CH:23]([CH3:24])[CH3:25].